From a dataset of the Open Reaction Database (ORD), a public repository of structured organic reaction records. describe an organic reaction: reactants, conditions, products, and yield Reactants: CC(C)C(=O)Nc1cccc(C2CCNCC2)c1, O=Cc1ccc(Oc2ccccc2)nc1. Product: CC(C)C(=O)Nc1cccc(C2CCN(Cc3ccc(Oc4ccccc4)nc3)CC2)c1. RXN SMILES: [CH3:16][CH:17]([C:18](=[O:19])[NH:20][c:21]1[cH:22][c:23]([CH:27]2[CH2:28][CH2:29][NH:30][CH2:31][CH2:32]2)[cH:24][cH:25][cH:26]1)[CH3:33].[O:1]([c:2]1[cH:3][cH:4][cH:5][cH:6][cH:7]1)[c:8]1[n:9][cH:10][c:11]([CH:12]=[O:13])[cH:14][cH:15]1>>[O:1]([c:2]1[cH:3][cH:4][cH:5][cH:6][cH:7]1)[c:8]1[n:9][cH:10][c:11]([CH2:12][N:30]2[CH2:29][CH2:28][CH:27]([c:23]3[cH:22][c:21]([NH:20][C:18]([CH:17]([CH3:16])[CH3:33])=[O:19])[cH:26][cH:25][cH:24]3)[CH2:32][CH2:31]2)[cH:14][cH:15]1. Starting materials: BrCCOC1CCCCO1, CCOC(C)=O, COC(=O)c1c[nH]cn1, [H-], [I-], [Li+], [Na+], C1CCOC1, O. Product: COC(=O)c1cn(CCOC2CCCCO2)cn1. RXN SMILES: [Br:12][CH2:13][CH2:14][O:15][CH:16]1[O:17][CH2:18][CH2:19][CH2:20][CH2:21]1.[C:30]([O:31][CH2:32][CH3:33])(=[O:34])[CH3:35].[CH3:1][O:2][C:3](=[O:4])[c:5]1[n:6][cH:7][nH:8][cH:9]1.[H-:10].[I-:22].[Li+:23].[Na+:11].[O:24]1[CH2:25][CH2:26][CH2:27][CH2:28]1.[OH2:29]>>[CH3:1][O:2][C:3](=[O:4])[c:5]1[n:6][cH:7][n:8]([CH2:13][CH2:14][O:15][CH:16]2[O:17][CH2:18][CH2:19][CH2:20][CH2:21]2)[cH:9]1. Reactants: C1CC(=O)N(C1=O)I (NIS), B(F)(F)F (BF3), [O-]S(=O)(=S)[O-].[Na+].[Na+] (Na2S2O3), C1CC(=O)N(C1=O)I (NIS), B(F)(F)F (BF3), B(F)(F)F (BF3), C(C)OC(=O)C1(CC1)C1=NN2C(C(=CC=C2)OC)=N1 (1-(8-Methoxy-[1,2,4]triazolo[1,5-a]pyridin-2-yl)-cyclopropanecarboxylic acid ethyl ester), IN1C(CCC1=O)=O (N-iodosuccinimide). The solvent is C(=O)(O)[O-].[Na+] (NaHCO3). Run at time 24 hour. Yields the product C(C)OC(=O)C1(CC1)C1=NN2C(C(=CC=C2I)OC)=N1 (1-(5-Iodo-8-methoxy-[1,2,4]triazolo[1,5-a]pyridin-2-yl)-cyclopropanecarboxylic acid ethyl ester), solid. As a reaction SMILES: [CH2:1]([O:3][C:4]([C:6]1([C:9]2[N:19]=[C:12]3[C:13]([O:17][CH3:18])=[CH:14][CH:15]=[CH:16][N:11]3[N:10]=2)[CH2:8][CH2:7]1)=[O:5])[CH3:2].[I:20]N1C(=O)CCC1=O.B(F)(F)F.[O-]S([O-])(=S)=O.[Na+].[Na+]>C([O-])(O)=O.[Na+]>[CH2:1]([O:3][C:4]([C:6]1([C:9]2[N:19]=[C:12]3[C:13]([O:17][CH3:18])=[CH:14][CH:15]=[C:16]([I:20])[N:11]3[N:10]=2)[CH2:8][CH2:7]1)=[O:5])[CH3:2] |f:3.4.5,6.7|. Procedure details: Under an argon atmosphere 1-(8-Methoxy-[1,2,4]triazolo[1,5-a]pyridin-2-yl)-cyclopropanecarboxylic acid ethyl ester (4.1 g, 13.7 mmol) was mixed with N-iodosuccinimide (4.9 g, 21.9 mmol). BF3*2H2O (7.0 mL, 110 mmol) was added at 20° C. The dark suspension was stirred at rt for 24 h. NIS (2.5 g) and BF3*2H2O (2.0 mL) were added and the suspension was stirred for 24H. NIS (2.5 g) and BF3*2H2O (2.0 mL) were added and the suspension was stirred for another 24 h after which it was poured onto a 1:1 so... Reaction SMILES: [C:2]([O:3][C:4]([CH3:5])([CH3:6])[CH3:7])(=[O:8])[c:9]1[c:10]([CH2:21][NH:22][S:23](=[O:24])(=[O:25])[CH3:26])[c:11]([S:17](=[O:18])(=[O:19])[NH2:20])[c:12]([N+:14](=[O:15])[O-:16])[s:13]1.[CH2:30]1[O:31][CH2:32][CH2:33][O:34][CH2:35]1.[Cl:27][CH2:28][Cl:29].[ClH:1]>>[cH:9]1[c:10]([CH2:21][NH:22][S:23](=[O:24])(=[O:25])[CH3:26])[c:11]([S:17](=[O:18])(=[O:19])[NH2:20])[c:12]([N+:14](=[O:15])[O-:16])[s:13]1. Starting materials: CC(C)(C)OC(=O)c1sc([N+](=O)[O-])c(S(N)(=O)=O)c1CNS(C)(=O)=O, C1COCCO1, ClCCl, Cl. The product is CS(=O)(=O)NCc1csc([N+](=O)[O-])c1S(N)(=O)=O.